This data is from the Open Reaction Database (ORD), a public repository of structured organic reaction records. The task is: describe an organic reaction: reactants, conditions, products, and yield As a reaction SMILES: [Br:11][c:12]1[cH:13][cH:14][c:15]([NH2:16])[cH:17][cH:18]1.[CH:19]([N:20]([CH2:21][CH3:22])[CH:23]([CH3:24])[CH3:25])([CH3:26])[CH3:27].[Cl:28][CH2:29][Cl:30].[F:1][c:2]1[c:3]([C:4](=[O:5])[Cl:6])[cH:7][cH:8][cH:9][cH:10]1>>[F:1][c:2]1[c:3]([C:4](=[O:5])[NH:16][c:15]2[cH:14][cH:13][c:12]([Br:11])[cH:18][cH:17]2)[cH:7][cH:8][cH:9][cH:10]1. The product is O=C(Nc1ccc(Br)cc1)c1ccccc1F. The reactants are Nc1ccc(Br)cc1, CCN(C(C)C)C(C)C, ClCCl, O=C(Cl)c1ccccc1F. RXN SMILES: [C:60](=[O:61])([O-:62])[O-:63].[C:66](=[O:67])([O:68][C:69]([CH3:70])([CH3:71])[CH3:72])[N:73]1[CH2:74][CH2:75][NH:76][CH2:77][CH2:78]1.[CH3:1][O:2][C:3]([c:4]1[cH:5][c:6]([Br:12])[c:7]([CH3:11])[c:8]([Br:10])[cH:9]1)=[O:13].[CH3:79][c:80]1[cH:81][cH:82][cH:83][cH:84][cH:85]1.[CH3:86][CH2:87][O:88][C:89](=[O:90])[CH3:91].[Cs+:64].[Cs+:65].[O:112]=[C:113]([CH:114]=[CH:115][c:116]1[cH:117][cH:118][cH:119][cH:120][cH:121]1)[CH:122]=[CH:123][c:124]1[cH:125][cH:126][cH:127][cH:128][cH:129]1.[O:130]=[C:131]([CH:132]=[CH:133][c:134]1[cH:135][cH:136][cH:137][cH:138][cH:139]1)[CH:140]=[CH:141][c:142]1[cH:143][cH:144][cH:145][cH:146][cH:147]1.[O:94]=[C:95]([CH:96]=[CH:97][c:98]1[cH:99][cH:100][cH:101][cH:102][cH:103]1)[CH:104]=[CH:105][c:106]1[cH:107][cH:108][cH:109][cH:110][cH:111]1.[Pd:92].[Pd:93].[cH:14]1[cH:15][cH:16][c:17]([P:18]([c:19]2[cH:20][cH:21][c:22]3[c:23]([cH:24][cH:25][cH:26][cH:27]3)[c:28]2-[c:29]2[c:30]3[c:31]([cH:32][cH:33][cH:34][cH:35]3)[cH:36][cH:37][c:38]2[P:39]([c:40]2[cH:41][cH:42][cH:43][cH:44][cH:45]2)[c:46]2[cH:47][cH:48][cH:49][cH:50][cH:51]2)[c:52]2[cH:53][cH:54][cH:55][cH:56][cH:57]2)[cH:58][cH:59]1>>[CH3:1][O:2][C:3]([c:4]1[cH:5][c:6]([Br:12])[c:7]([CH3:11])[c:8]([N:76]2[CH2:75][CH2:74][N:73]([C:66](=[O:67])[O:68][C:69]([CH3:70])([CH3:71])[CH3:72])[CH2:78][CH2:77]2)[cH:9]1)=[O:13]. Starting materials: O=C([O-])[O-], CC(C)(C)OC(=O)N1CCNCC1, COC(=O)c1cc(Br)c(C)c(Br)c1, Cc1ccccc1, CCOC(C)=O, [Cs+], [Cs+], O=C(C=Cc1ccccc1)C=Cc1ccccc1, O=C(C=Cc1ccccc1)C=Cc1ccccc1, O=C(C=Cc1ccccc1)C=Cc1ccccc1, [Pd], [Pd], c1ccc(P(c2ccccc2)c2ccc3ccccc3c2-c2c(P(c3ccccc3)c3ccccc3)ccc3ccccc23)cc1. Yields the product COC(=O)c1cc(Br)c(C)c(N2CCN(C(=O)OC(C)(C)C)CC2)c1. Reactants: CC1=C(C(=CC=C1)C)N(C(=O)N)O (2,6-dimethylphenyl hydroxyurea), C(=O)(C=1NC=CN1)C=1NC=CN1 (carbonyl diimidazole), O1CCCC1 (tetrahydrofuran). Conditions: time 18 hour. The product is CC1=C(C(=CC=C1)C)N1C(NOC1=O)=O (4-(2,6-Dimethylphenyl)-1,2,4-oxadiazolidine-3,5-dione). RXN SMILES: [CH3:1][C:2]1[CH:7]=[CH:6][CH:5]=[C:4]([CH3:8])[C:3]=1[N:9](O)[C:10]([NH2:12])=[O:11].[C:14](C1NC=CN=1)(C1NC=CN=1)=[O:15].[O:26]1CCCC1>>[CH3:1][C:2]1[CH:7]=[CH:6][CH:5]=[C:4]([CH3:8])[C:3]=1[N:9]1[C:14](=[O:15])[O:26][NH:12][C:10]1=[O:11]. Procedure: A 300 mL flask with side arm equipped with a nitrogen inlet and a thermometer was charged with 25 mL of tetrahydrofuran followed by 5.00 g (0.0277 mol) of 2,6-dimethylphenyl hydroxyurea. To this stirred suspension was added portion-wise 4.41 g (0.0277 mol) of carbonyl diimidazole over 5 min. While stirring at room temperature, the suspension turned into a solution before precipitate started to form slowly. After 18 h, the mixture was quenched with 50 mL of 1N HCl which caused the suspension to t... Starting materials: CCCCOCCOc1ccc(-c2ccc3c(c2)C=C(C(=O)Nc2ccc(SCc4cncn4CCOC(C)=O)cc2)CCN3CC(C)C)cc1, ClCCl, [Na+], [Na+], O=C(OO)c1cccc(Cl)c1, O=S([O-])([O-])=S. Product: CCCCOCCOc1ccc(-c2ccc3c(c2)C=C(C(=O)Nc2ccc(S(=O)Cc4cncn4CCOC(C)=O)cc2)CCN3CC(C)C)cc1. RXN SMILES: [C:1]([CH3:2])(=[O:3])[O:4][CH2:5][CH2:6][n:7]1[cH:8][n:9][cH:10][c:11]1[CH2:12][S:13][c:14]1[cH:15][cH:16][c:17]([NH:20][C:21](=[O:22])[C:23]2=[CH:29][c:28]3[c:27]([cH:33][cH:32][c:31](-[c:34]4[cH:35][cH:36][c:37]([O:40][CH2:41][CH2:42][O:43][CH2:44][CH2:45][CH2:46][CH3:47])[cH:38][cH:39]4)[cH:30]3)[N:26]([CH2:48][CH:49]([CH3:50])[CH3:51])[CH2:25][CH2:24]2)[cH:18][cH:19]1.[Cl:70][CH2:71][Cl:72].[Na+:68].[Na+:69].[OH:52][O:53][C:54]([c:55]1[cH:56][c:57]([Cl:58])[cH:59][cH:60][cH:61]1)=[O:62].[S:63]([O-:64])([O-:65])(=[O:66])=[S:67]>>[C:1]([CH3:2])(=[O:3])[O:4][CH2:5][CH2:6][n:7]1[cH:8][n:9][cH:10][c:11]1[CH2:12][S:13]([c:14]1[cH:15][cH:16][c:17]([NH:20][C:21](=[O:22])[C:23]2=[CH:29][c:28]3[c:27]([cH:33][cH:32][c:31](-[c:34]4[cH:35][cH:36][c:37]([O:40][CH2:41][CH2:42][O:43][CH2:44][CH2:45][CH2:46][CH3:47])[cH:38][cH:39]4)[cH:30]3)[N:26]([CH2:48][CH:49]([CH3:50])[CH3:51])[CH2:25][CH2:24]2)[cH:18][cH:19]1)=[O:52].